Dataset: the Open Reaction Database (ORD), a public repository of structured organic reaction records. Task: describe an organic reaction: reactants, conditions, products, and yield Starting materials: ClC=1C=C(C=CC1Cl)S (3,4-dichlorobenzenethiol), COC(=O)CC(C(=O)[O-])=C.[Na+] (sodium 3-methoxycarbonyl-2-methylenepropionate). Run in CO (methanol), CO (methanol). Yields the product ClC=1C=C(C=CC1Cl)SCC(C(=O)O)CC(=O)OC (3-(3,4-dichlorophenylthio)-2-methoxycarbonylmethylpropionic acid). As a reaction SMILES: [Cl:1][C:2]1[CH:3]=[C:4]([SH:9])[CH:5]=[CH:6][C:7]=1[Cl:8].[CH3:10][O:11][C:12]([CH2:14][C:15](=[CH2:19])[C:16]([O-:18])=[O:17])=[O:13].[Na+]>CO>[Cl:1][C:2]1[CH:3]=[C:4]([S:9][CH2:19][CH:15]([CH2:14][C:12]([O:11][CH3:10])=[O:13])[C:16]([OH:18])=[O:17])[CH:5]=[CH:6][C:7]=1[Cl:8] |f:1.2|. Procedure details: A mixture of 3,4-dichlorobenzenethiol (1.15 ml), sodium 3-methoxycarbonyl-2-methylenepropionate (1.50 g), methanol (40 ml), and triton B (40% methanol solution, 5 drops) was refluxed for 20 hours. The reaction mixture was concentrated in vacuo. To the resulting residue was added a diluted hydrochloric acid, and a separated oil was extracted with diethyl ether. The organic layer was washed with water, dried over MgSO4, and evaporated at reduced pressure. The residue was purified by flash column c... Starting materials: C(C=C)[C@@]1([C@@H]([C@@H](O[C@@H]1COCC1=CC=CC=C1)N1C(=O)NC(=O)C(C)=C1)O)OCC1=CC=CC=C1 (1-(3-C-Allyl-3,5-di-O-benzyl-β-D-arabinofuranosyl)thymine), I(=O)(=O)(=O)[O-].[Na+] (sodium periodate), solution, C(C)(C)(C)O (tert-butanol). Reagents/catalysts: [Os](=O)(=O)(=O)=O (osmium tetraoxide). The solvent is C1CCOC1 (THF), O (water), O (Water). Run at time 45 minute. The product is C(C1=CC=CC=C1)O[C@]1([C@@H]([C@@H](O[C@@H]1COCC1=CC=CC=C1)N1C(=O)NC(=O)C(C)=C1)O)CCO (1-(3,5-Di-O-benzyl-3-C-(2-hydroxyethyl)-β-D-arabinofuranosyl)thymine), material. The yield is 49.0%. As a reaction SMILES: [CH2:1]([C@@:4]1([O:28][CH2:29][C:30]2[CH:35]=[CH:34][CH:33]=[CH:32][CH:31]=2)[C@@H:8]([CH2:9][O:10][CH2:11][C:12]2[CH:17]=[CH:16][CH:15]=[CH:14][CH:13]=2)[O:7][C@@H:6]([N:18]2[CH:26]=[C:24]([CH3:25])[C:22](=[O:23])[NH:21][C:19]2=[O:20])[C@H:5]1[OH:27])[CH:2]=C.I([O-])(=O)(=O)=[O:37].[Na+].C(O)(C)(C)C>C1COCC1.O.[Os](=O)(=O)(=O)=O>[CH2:29]([O:28][C@:4]1([CH2:1][CH2:2][OH:37])[C@@H:8]([CH2:9][O:10][CH2:11][C:12]2[CH:13]=[CH:14][CH:15]=[CH:16][CH:17]=2)[O:7][C@@H:6]([N:18]2[CH:26]=[C:24]([CH3:25])[C:22](=[O:23])[NH:21][C:19]2=[O:20])[C@H:5]1[OH:27])[C:30]1[CH:35]=[CH:34][CH:33]=[CH:32][CH:31]=1 |f:1.2|. Procedure details: To a stirred solution of nucleoside 4 (2.26 g, 4.68 mmol) in THF (12 cm3) and water (12 cm3) was added sodium periodate (3.04 g, 14.2 mmol) and a 2.5% solution of osmium tetraoxide in tert-butanol (w/w, 0.603 cm3, 40 μmol). The solution was stirred at room temperature for 45 min. Water (25 cm3) was added and the solution was extracted with dichloromethane (2×50 cm3). The organic phase was washed with a saturated aqueous solution of sodium hydrogencarbonate (3×30 cm3) and dried (Na2SO4). The solv... The reactants are COC(=O)c1oc2ccc(Br)cc2c1C, [C-]#N, [C-]#N, CN(C)C=O, O, [Zn+2], c1ccc(P(c2ccccc2)(c2ccccc2)[Pd](P(c2ccccc2)(c2ccccc2)c2ccccc2)(P(c2ccccc2)(c2ccccc2)c2ccccc2)P(c2ccccc2)(c2ccccc2)c2ccccc2)cc1. Product: COC(=O)c1oc2ccc(C#N)cc2c1C. As a reaction SMILES: [Br:1][c:2]1[cH:3][cH:4][c:5]2[c:6]([c:7]([CH3:14])[c:8]([C:10](=[O:11])[O:12][CH3:13])[o:9]2)[cH:15]1.[C-:21]#[N:22].[C-:24]#[N:25].[CH3:16][N:17]([CH3:18])[CH:19]=[O:20].[OH2:103].[Zn+2:23].[cH:26]1[cH:27][cH:28][c:29]([P:30]([Pd:31]([P:32]([c:33]2[cH:34][cH:35][cH:36][cH:37][cH:38]2)([c:39]2[cH:40][cH:41][cH:42][cH:43][cH:44]2)[c:45]2[cH:46][cH:47][cH:48][cH:49][cH:50]2)([P:51]([c:52]2[cH:53][cH:54][cH:55][cH:56][cH:57]2)([c:58]2[cH:59][cH:60][cH:61][cH:62][cH:63]2)[c:64]2[cH:65][cH:66][cH:67][cH:68][cH:69]2)[P:70]([c:71]2[cH:72][cH:73][cH:74][cH:75][cH:76]2)([c:77]2[cH:78][cH:79][cH:80][cH:81][cH:82]2)[c:83]2[cH:84][cH:85][cH:86][cH:87][cH:88]2)([c:89]2[cH:90][cH:91][cH:92][cH:93][cH:94]2)[c:95]2[cH:96][cH:97][cH:98][cH:99][cH:100]2)[cH:101][cH:102]1>>[c:2]1([C:16]#[N:17])[cH:3][cH:4][c:5]2[c:6]([c:7]([CH3:14])[c:8]([C:10](=[O:11])[O:12][CH3:13])[o:9]2)[cH:15]1. Starting materials: CC(=O)OC(C)=O, O=CO, C=CC(O)c1ccc(F)c(Oc2ccccc2)c1. Yields the product C=CC(OC=O)c1ccc(F)c(Oc2ccccc2)c1. Reaction SMILES: [CH3:1][C:2]([O:3][C:4](=[O:5])[CH3:6])=[O:7].[CH:8](=[O:9])[OH:10].[F:11][c:12]1[c:13]([O:22][c:23]2[cH:24][cH:25][cH:26][cH:27][cH:28]2)[cH:14][c:15]([CH:18]([CH:19]=[CH2:20])[OH:21])[cH:16][cH:17]1>>[CH:8](=[O:9])[O:10][CH:18]([c:15]1[cH:14][c:13]([O:22][c:23]2[cH:24][cH:25][cH:26][cH:27][cH:28]2)[c:12]([F:11])[cH:17][cH:16]1)[CH:19]=[CH2:20]. The reactants are O=C(n1ccnc1)n1ccnc1, CN(C)C=O, O=C(O)c1ccc(F)cc1, CC1(C)Cc2cc(C(=O)O)ccc2NC1c1cccc(N)c1. Product: CC1(C)Cc2cc(C(=O)O)ccc2NC1c1cccc(NC(=O)c2ccc(F)cc2)c1. As a reaction SMILES: [C:11]([n:12]1[cH:13][cH:14][n:15][cH:16]1)([n:17]1[cH:18][cH:19][n:20][cH:21]1)=[O:22].[CH3:45][N:46]([CH3:47])[CH:48]=[O:49].[F:1][c:2]1[cH:3][cH:4][c:5]([C:6](=[O:7])[OH:8])[cH:9][cH:10]1.[NH2:23][c:24]1[cH:25][c:26]([CH:30]2[NH:31][c:32]3[cH:33][cH:34][c:35]([C:42](=[O:43])[OH:44])[cH:36][c:37]3[CH2:38][C:39]2([CH3:40])[CH3:41])[cH:27][cH:28][cH:29]1>>[F:1][c:2]1[cH:3][cH:4][c:5]([C:6](=[O:7])[NH:23][c:24]2[cH:25][c:26]([CH:30]3[NH:31][c:32]4[cH:33][cH:34][c:35]([C:42](=[O:43])[OH:44])[cH:36][c:37]4[CH2:38][C:39]3([CH3:40])[CH3:41])[cH:27][cH:28][cH:29]2)[cH:9][cH:10]1. Reaction conditions: time 30 minute. RXN SMILES: P(Cl)(Cl)(Cl)=O.[CH:6]([NH:8][C:9]1[N:14]=[C:13]([C:15](=[N:19][O:20][CH3:21])[C:16]([OH:18])=O)[CH:12]=[CH:11][CH:10]=1)=[O:7].[NH2:22][CH:23]1[C:43](=[O:44])[N:25]2[C:26]([C:30]([O:32][CH2:33][C:34]3[CH:39]=[CH:38][C:37]([N+:40]([O-:42])=[O:41])=[CH:36][CH:35]=3)=[O:31])=[CH:27][CH2:28][S:29][C@H:24]12.C[Si](CC(N)=O)(C)C>C(Cl)Cl.CN(C)C=O>[CH:6]([NH:8][C:9]1[N:14]=[C:13]([C:15](=[N:19][O:20][CH3:21])[C:16]([NH:22][CH:23]2[C:43](=[O:44])[N:25]3[C:26]([C:30]([O:32][CH2:33][C:34]4[CH:35]=[CH:36][C:37]([N+:40]([O-:42])=[O:41])=[CH:38][CH:39]=4)=[O:31])=[CH:27][CH2:28][S:29][C@H:24]23)=[O:18])[CH:12]=[CH:11][CH:10]=1)=[O:7]. Starting materials: P(=O)(Cl)(Cl)Cl (phosphoryl chloride), NC1[C@@H]2N(C(=CCS2)C(=O)OCC2=CC=C(C=C2)[N+](=O)[O-])C1=O (4-nitrobenzyl 7-amino-3-cephem-4-carboxylate), C[Si](C)(C)CC(=O)N (trimethylsilylacetamide), C(=O)NC1=CC=CC(=N1)C(C(=O)O)=NOC (2-(6-formamidopyridin-2-yl)-2-methoxyiminoacetic acid). Reported procedure: A mixture of N,N-dimethylformamide (3 ml.) and phosphoryl chloride (460 mg.) was stirred at 37° to 40° C. for 30 minutes. To the solution were added methylene chloride (3 ml.) and 2-(6-formamidopyridin-2-yl)-2-methoxyiminoacetic acid (669 mg.) at -20° to -25° C. and stirred at -10° to -15° C. for one hour. A solution of 4-nitrobenzyl 7-amino-3-cephem-4-carboxylate (670 mg.) and trimethylsilylacetamide (2 g.) in methylene chloride (200 ml.) was added to the above solution at -10° to -15° C., and ... Yields the product C(=O)NC1=CC=CC(=N1)C(C(=O)NC1[C@@H]2N(C(=CCS2)C(=O)OCC2=CC=C(C=C2)[N+](=O)[O-])C1=O)=NOC (4-nitrobenzyl 7-[2-(6-formamidopyridin-2-yl)-2-methoxyiminoacetamido]-3-cephem-4-carboxylate). Isolated yield 67.6%. The solvent is CN(C=O)C (N,N-dimethylformamide), C(Cl)Cl (methylene chloride), C(Cl)Cl (methylene chloride). Starting materials: CC(C)(C)OC(=O)N1CCNCC1, CCS(=O)(=O)Cl. Product: CCS(=O)(=O)N1CCNCC1. As a reaction SMILES: [C:1]([O:2][C:3](=[O:4])[N:8]1[CH2:9][CH2:10][NH:11][CH2:12][CH2:13]1)([CH3:5])([CH3:6])[CH3:7].[CH2:14]([CH3:15])[S:16](=[O:17])(=[O:18])[Cl:19]>>[N:8]1([S:16]([CH2:14][CH3:15])(=[O:17])=[O:18])[CH2:9][CH2:10][NH:11][CH2:12][CH2:13]1.